Dataset: the Open Reaction Database (ORD), a public repository of structured organic reaction records. Task: describe an organic reaction: reactants, conditions, products, and yield Reaction conditions: time 30 minute. Procedure details: To a stirring solution of N-{2-tert-butyl-5-[3-(3-formyl-phenyl)-cyclobutyl]-2H-pyrazol-3-yl}-2,2,2-trifluoro-acetamide (0.49 g, 1.25 mmol) in CH2Cl2 (13 mL) was added acetic acid (86 uL, 1.5 mmol), followed by cyclopropylamine (103 uL, 1.5 mmol). After 30 min, sodium triacetoxyborohydride (0.53 g, 2.5 mmol) was added. The reaction was quenched after four hr. with a saturated solution of NaHCO3. The aqueous layer was extracted with CH2Cl2, and the combined organic layers were dried over MgSO4, f... Yields the product Cl.C(C)(C)(C)N1N=C(C=C1NC(C(F)(F)F)=O)C1CC(C1)C1=CC(=CC=C1)CNC1CC1 (N-{2-tert-Butyl-5-[3-(3-cyclopropylaminomethyl-phenyl)-cyclobutyl]-2H-pyrazol-3-yl}-2,2,2-trifluoro-acetamide Hydrochloride). Reaction SMILES: [C:1]([N:5]1[C:9]([NH:10][C:11](=[O:16])[C:12]([F:15])([F:14])[F:13])=[CH:8][C:7]([CH:17]2[CH2:20][CH:19]([C:21]3[CH:26]=[CH:25][CH:24]=[C:23]([CH:27]=O)[CH:22]=3)[CH2:18]2)=[N:6]1)([CH3:4])([CH3:3])[CH3:2].C(O)(=O)C.[CH:33]1([NH2:36])[CH2:35][CH2:34]1.C(O[BH-](OC(=O)C)OC(=O)C)(=O)C.[Na+].C(Cl)[Cl:52]>>[ClH:52].[C:1]([N:5]1[C:9]([NH:10][C:11](=[O:16])[C:12]([F:15])([F:13])[F:14])=[CH:8][C:7]([CH:17]2[CH2:18][CH:19]([C:21]3[CH:26]=[CH:25][CH:24]=[C:23]([CH2:27][NH:36][CH:33]4[CH2:35][CH2:34]4)[CH:22]=3)[CH2:20]2)=[N:6]1)([CH3:4])([CH3:2])[CH3:3] |f:3.4,6.7|. Starting materials: C(C)(C)(C)N1N=C(C=C1NC(C(F)(F)F)=O)C1CC(C1)C1=CC(=CC=C1)C=O (N-{2-tert-butyl-5-[3-(3-formyl-phenyl)-cyclobutyl]-2H-pyrazol-3-yl}-2,2,2-trifluoro-acetamide), C(C)(=O)O (acetic acid), C(Cl)Cl (CH2Cl2), C(C)(=O)O[BH-](OC(C)=O)OC(C)=O.[Na+] (sodium triacetoxyborohydride), C1(CC1)N (cyclopropylamine). Reported procedure: Analogously to Example 26, 100 mg (0.248 mmol) of 4-(3-chloro-phenylamino)-3-(piperazin-1-yl)-1H-pyrazolo[3,4-d]pyrmidine dihydrochloride and 103 mg (0.74 mmol) of potassium carbonate in 10 ml of water are reacted with 81.5 mg (0.37 mmol) of lauric acid chloride in 10 ml of dioxane and extracted. Column chromatography (SiO2; methylene chloride/ethyl acetate/acetic acid=50:50:1) yields 4-(3-chloro-phenylamino)-3-(4-[n-dodecanoyl]-piperazin-1-yl)-1H-pyrazolo[3,4-d]pyrimidine; HPLC: tRet(grad20-100... Starting materials: Cl.Cl.ClC=1C=C(C=CC1)NC1=C2C(=NC=N1)NN=C2N2CCNCC2 (4-(3-chloro-phenylamino)-3-(piperazin-1-yl)-1H-pyrazolo[3,4-d]pyrmidine dihydrochloride), C([O-])([O-])=O.[K+].[K+] (potassium carbonate), C(CCCCCCCCCCC)(=O)Cl (lauric acid chloride). As a reaction SMILES: Cl.Cl.[Cl:3][C:4]1[CH:5]=[C:6]([NH:10][C:11]2[N:16]=[CH:15][N:14]=[C:13]3[NH:17][N:18]=[C:19]([N:20]4[CH2:25][CH2:24][NH:23][CH2:22][CH2:21]4)[C:12]=23)[CH:7]=[CH:8][CH:9]=1.C(=O)([O-])[O-].[K+].[K+].[C:32](Cl)(=[O:44])[CH2:33][CH2:34][CH2:35][CH2:36][CH2:37][CH2:38][CH2:39][CH2:40][CH2:41][CH2:42][CH3:43]>O.O1CCOCC1>[Cl:3][C:4]1[CH:5]=[C:6]([NH:10][C:11]2[N:16]=[CH:15][N:14]=[C:13]3[NH:17][N:18]=[C:19]([N:20]4[CH2:25][CH2:24][N:23]([C:32](=[O:44])[CH2:33][CH2:34][CH2:35][CH2:36][CH2:37][CH2:38][CH2:39][CH2:40][CH2:41][CH2:42][CH3:43])[CH2:22][CH2:21]4)[C:12]=23)[CH:7]=[CH:8][CH:9]=1 |f:0.1.2,3.4.5|. Yields the product ClC=1C=C(C=CC1)NC1=C2C(=NC=N1)NN=C2N2CCN(CC2)C(CCCCCCCCCCC)=O (4-(3-chloro-phenylamino)-3-(4-[n-dodecanoyl]-piperazin-1-yl)-1H-pyrazolo[3,4-d]pyrimidine). The solvent is O (water), O1CCOCC1 (dioxane). As a reaction SMILES: [Br:1][c:2]1[cH:3][c:4]2[cH:5][n:6][n:7]([CH:11]3[O:12][CH2:13][CH2:14][CH2:15][CH2:16]3)[c:8]2[cH:9][cH:10]1.[CH2:17]([c:18]1[cH:19][cH:20][cH:21][cH:22][cH:23]1)[N:24]1[CH2:25][CH2:26][NH:27][CH2:28][CH2:29]1.[CH3:30][C:31]([CH3:32])([O-:33])[CH3:34].[CH3:37][c:38]1[cH:39][cH:40][cH:41][cH:42][cH:43]1.[Na+:35].[OH2:36].[Pd:44]([Cl:45])[Cl:46].[c:47]1([CH3:48])[cH:49][cH:50][cH:51][cH:52][c:53]1[P:54]([c:55]1[cH:56][cH:57][cH:58][cH:59][c:60]1[CH3:61])[c:62]1[cH:63][cH:64][cH:65][cH:66][c:67]1[CH3:68].[c:69]1([CH3:70])[cH:71][cH:72][cH:73][cH:74][c:75]1[P:76]([c:77]1[cH:78][cH:79][cH:80][cH:81][c:82]1[CH3:83])[c:84]1[cH:85][cH:86][cH:87][cH:88][c:89]1[CH3:90]>>[c:2]1([N:27]2[CH2:26][CH2:25][N:24]([CH2:17][c:18]3[cH:19][cH:20][cH:21][cH:22][cH:23]3)[CH2:29][CH2:28]2)[cH:3][c:4]2[cH:5][n:6][n:7]([CH:11]3[O:12][CH2:13][CH2:14][CH2:15][CH2:16]3)[c:8]2[cH:9][cH:10]1. Reactants: Brc1ccc2c(cnn2C2CCCCO2)c1, c1ccc(CN2CCNCC2)cc1, CC(C)(C)[O-], Cc1ccccc1, [Na+], O, Cl[Pd]Cl, Cc1ccccc1P(c1ccccc1C)c1ccccc1C, Cc1ccccc1P(c1ccccc1C)c1ccccc1C. Yields the product c1ccc(CN2CCN(c3ccc4c(cnn4C4CCCCO4)c3)CC2)cc1.